This data is from the Open Reaction Database (ORD), a public repository of structured organic reaction records. The task is: describe an organic reaction: reactants, conditions, products, and yield The reactants are ClC(=C(C)C)N(C)C (1-Chloro-N,N,2-trimethyl-1-propenylamine), C[C@@H](COC)OC=1C=C(C(=O)O)C=C(C1)OC1=CC2=C(C(N(CO2)C)=O)C=C1 (3-{[(1S)-1-methyl-2-(methyloxy)ethyl]oxy}-5-[(3-methyl-4-oxo-3,4-dihydro-2H-1,3-benzoxazin-7-yl)oxy]benzoic acid), NC1=NN(C=C1)C(=O)OC(C)(C)C (1,1-Dimethylethyl 3-amino-1H-pyrazole-1-carboxylate), N1=CC=CC=C1 (pyridine). The solvent is C(Cl)Cl (DCM). Reaction conditions: time 1 hour. Product: C[C@@H](COC)OC=1C=C(C=C(C1)OC1=CC2=C(C(N(CO2)C)=O)C=C1)C(=O)NC1=NN(C=C1)C(=O)OC(C)(C)C (1,1-Dimethylethyl 3-[({3-{[(1S)-1-methyl-2-(methyloxy)ethyl]oxy}-5-[(3-methyl-4-oxo-3,4-dihydro-2H-1,3-benzoxazin-7-yl)oxy]phenyl}carbonyl)amino]-1H-pyrazole-1-carboxylate). Yield: 52.9%. Reaction SMILES: ClC(N(C)C)=C(C)C.[CH3:9][C@H:10]([O:14][C:15]1[CH:16]=[C:17]([CH:21]=[C:22]([O:24][C:25]2[CH:36]=[CH:35][C:28]3[C:29](=[O:34])[N:30]([CH3:33])[CH2:31][O:32][C:27]=3[CH:26]=2)[CH:23]=1)[C:18]([OH:20])=O)[CH2:11][O:12][CH3:13].[NH2:37][C:38]1[CH:42]=[CH:41][N:40]([C:43]([O:45][C:46]([CH3:49])([CH3:48])[CH3:47])=[O:44])[N:39]=1.N1C=CC=CC=1>C(Cl)Cl>[CH3:9][C@H:10]([O:14][C:15]1[CH:16]=[C:17]([C:18]([NH:37][C:38]2[CH:42]=[CH:41][N:40]([C:43]([O:45][C:46]([CH3:49])([CH3:48])[CH3:47])=[O:44])[N:39]=2)=[O:20])[CH:21]=[C:22]([O:24][C:25]2[CH:36]=[CH:35][C:28]3[C:29](=[O:34])[N:30]([CH3:33])[CH2:31][O:32][C:27]=3[CH:26]=2)[CH:23]=1)[CH2:11][O:12][CH3:13]. Reported procedure: 1-Chloro-N,N,2-trimethyl-1-propenylamine (0.13 mL, 0.97 mmol) was added to a solution of 3-{[(1S)-1-methyl-2-(methyloxy)ethyl]oxy}-5-[(3-methyl-4-oxo-3,4-dihydro-2H-1,3-benzoxazin-7-yl)oxy]benzoic acid (0.25 g, 0.65 mmol) in DCM (10 mL) and stirred for 1 hour. 1,1-Dimethylethyl 3-amino-1H-pyrazole-1-carboxylate (0.18 g, 0.97 mmol) then pyridine (0.11 mL, 1.29 mmol) were added and the reaction stirred for a further 45 mins then reduced in vacuo and partitioned between ethyl acetate (50 mL) and wa... The reactants are COCC(C)Oc1cc(Oc2ccc(C#N)cc2)cc(C(=O)Nc2ccn(C)n2)c1, CCO, NO. Product: COCC(C)Oc1cc(Oc2ccc(C(=N)NO)cc2)cc(C(=O)Nc2ccn(C)n2)c1. As a reaction SMILES: [C:3](#[N:4])[c:5]1[cH:6][cH:7][c:8]([O:9][c:10]2[cH:11][c:12]([C:13](=[O:14])[NH:15][c:16]3[n:17][n:18]([CH3:21])[cH:19][cH:20]3)[cH:22][c:23]([O:25][CH:26]([CH2:27][O:28][CH3:29])[CH3:30])[cH:24]2)[cH:31][cH:32]1.[CH3:33][CH2:34][OH:35].[NH2:1][OH:2]>>[NH:1]([OH:2])[C:3](=[NH:4])[c:5]1[cH:6][cH:7][c:8]([O:9][c:10]2[cH:11][c:12]([C:13](=[O:14])[NH:15][c:16]3[n:17][n:18]([CH3:21])[cH:19][cH:20]3)[cH:22][c:23]([O:25][CH:26]([CH2:27][O:28][CH3:29])[CH3:30])[cH:24]2)[cH:31][cH:32]1. Reactants: ClC=1C=C(C=CC1Cl)NC(CC1=C(C=C(C=C1)C=1C=NC(=C(C1)OCC)OCC1=CC=C(C=C1)OC)F)=O (N-(3,4-dichlorophenyl)-2-(4-(5-ethoxy-6-((4-methoxybenzyl)oxy)pyridin-3-yl)-2-fluorophenyl)acetamide), Cl (HCl). Yields the product ClC=1C=C(C=CC1Cl)NC(CC1=C(C=C(C=C1)C1=CNC(C(=C1)OCC)=O)F)=O (N-(3,4-dichlorophenyl)-2-(4-(5-ethoxy-6-oxo-1,6-dihydropyridin-3-yl)-2-fluorophenyl)acetamide). Yield: 31.5%. Reaction SMILES: [Cl:1][C:2]1[CH:3]=[C:4]([NH:9][C:10](=[O:38])[CH2:11][C:12]2[CH:17]=[CH:16][C:15]([C:18]3[CH:19]=[N:20][C:21]([O:27]CC4C=CC(OC)=CC=4)=[C:22]([O:24][CH2:25][CH3:26])[CH:23]=3)=[CH:14][C:13]=2[F:37])[CH:5]=[CH:6][C:7]=1[Cl:8].Cl>>[Cl:1][C:2]1[CH:3]=[C:4]([NH:9][C:10](=[O:38])[CH2:11][C:12]2[CH:17]=[CH:16][C:15]([C:18]3[CH:23]=[C:22]([O:24][CH2:25][CH3:26])[C:21](=[O:27])[NH:20][CH:19]=3)=[CH:14][C:13]=2[F:37])[CH:5]=[CH:6][C:7]=1[Cl:8]. Procedure details: A solution of N-(3,4-dichlorophenyl)-2-(4-(5-ethoxy-6-((4-methoxybenzyl)oxy)pyridin-3-yl)-2-fluorophenyl)acetamide (60 mg, 0.108 mmol) in HCl (MeOH, 27.0 μl, 0.108 mmol) was stirred at 20° C. for 1 h. After LCMS analysis showed the starting material had disappeared, the solvent was removed in vacuo. The crude product was purified by preparative HPLC to give pure product N-(3,4-dichlorophenyl)-2-(4-(5-ethoxy-6-oxo-1,6-dihydropyridin-3-yl)-2-fluorophenyl)acetamide (14.72 mg, 0.034 mmol, 31.3% yiel... The reactants are N1=CC=CC2=CC(=CC=C12)CN1N=NC=2C1=NC(=CN2)C(C)=O (1-(1-(quinolin-6-ylmethyl)-1H-[1,2,3]triazolo[4,5-b]pyrazin-6-yl)ethanone), CNC(=O)NN (N-methylhydrazine-carboxamide). The product is CNC(=O)N/N=C(\C)/C1=CN=C2C(=N1)N(N=N2)CC=2C=C1C=CC=NC1=CC2 ((E)-N-Methyl-2-(1-(1-(quinolin-6-ylmethyl)-1H-[1,2,3]triazolo[4,5-b]pyrazin-6-yl)ethylidene)hydrazinecarboxamide). Reaction SMILES: [N:1]1[C:10]2[C:5](=[CH:6][C:7]([CH2:11][N:12]3[C:16]4=[N:17][C:18]([C:21](=O)[CH3:22])=[CH:19][N:20]=[C:15]4[N:14]=[N:13]3)=[CH:8][CH:9]=2)[CH:4]=[CH:3][CH:2]=1.[CH3:24][NH:25][C:26]([NH:28][NH2:29])=[O:27]>>[CH3:24][NH:25][C:26]([NH:28]/[N:29]=[C:21](/[C:18]1[N:17]=[C:16]2[N:12]([CH2:11][C:7]3[CH:6]=[C:5]4[C:10](=[CH:9][CH:8]=3)[N:1]=[CH:2][CH:3]=[CH:4]4)[N:13]=[N:14][C:15]2=[N:20][CH:19]=1)\[CH3:22])=[O:27]. Procedure: The title compound was prepared in analogy to the synthesis of example 52 from 1-(1-(quinolin-6-ylmethyl)-1H-[1,2,3]triazolo[4,5-b]pyrazin-6-yl)ethanone and N-methylhydrazine-carboxamide. 1H-NMR (400 MHz, DMSO-d6) δ ppm 10.04 (s, 1H), 9.88 (s, 1H), 8.89 (m, 1H), 8.36 (d, 1H), 8.02 (m, 2H), 7.82 (d, 1H), 7.52 (dd, 1H), 7.45 (m, 1H), 6.17 (s, 2H), 2.74 (d, 3H), 2.31 (s, 3H). LCMS (method B): [MH]+=376, tR=2.95 min.